This data is from the Open Reaction Database (ORD), a public repository of structured organic reaction records. The task is: describe an organic reaction: reactants, conditions, products, and yield Starting materials: OC1=CC=C2C(=C(C(OC2=C1)=O)CC(=O)O)C (7-Hydroxy-4-methylcoumarin-3-acetic acid), S(O)(O)(=O)=O (sulfuric acid), C(C)O (ethanol). The solvent is C(C)(=O)OCC (ethyl acetate). Yields the product OC1=CC=C2C(=C(C(OC2=C1)=O)CC(=O)OCC)C (7-Hydroxy-4-methylcoumarin-3-acetic acid, ethyl ester). Yield: 92.0%. As a reaction SMILES: [OH:1][C:2]1[CH:11]=[C:10]2[C:5]([C:6]([CH3:17])=[C:7]([CH2:13][C:14]([OH:16])=[O:15])[C:8](=[O:12])[O:9]2)=[CH:4][CH:3]=1.S(=O)(=O)(O)O.[CH2:23](O)[CH3:24]>C(OCC)(=O)C>[OH:1][C:2]1[CH:11]=[C:10]2[C:5]([C:6]([CH3:17])=[C:7]([CH2:13][C:14]([O:16][CH2:23][CH3:24])=[O:15])[C:8](=[O:12])[O:9]2)=[CH:4][CH:3]=1. Procedure details: 7-Hydroxy-4-methylcoumarin-3-acetic acid (1) (1 gm, 4.3 mmol) was suspended in anhydrous ethanol (15 mL), concentrated sulfuric acid (1.5 mL) was added and the mixture was heated at reflux for 1 hour. The reaction mixture was cooled to room temperature, diluted with ethyl acetate (100 mL), washed with 5% NaHCO3 (5×50 mL), water (2×50 mL), saturated NaCl (2×50 mL) dried with sodium sulfate, filtered and the filtrate was evaporated under reduced pressure to give 1.04 gm (4.0 mmol, 92% yield of 2 a... The reactants are N1CCOCC1 (morpholine), C(C(C)C)(=O)OC(C)OC(=O)NCC1(CCCCC1)CC(=O)OCC=C (Allyl 1-{[(α-Isobutanoyloxyethoxy)carbonyl]aminomethyl}-1-Cyclohexane Acetate). The reagents and catalysts are [Pd].C1(=CC=CC=C1)P(C1=CC=CC=C1)C1=CC=CC=C1.C1(=CC=CC=C1)P(C1=CC=CC=C1)C1=CC=CC=C1.C1(=CC=CC=C1)P(C1=CC=CC=C1)C1=CC=CC=C1.C1(=CC=CC=C1)P(C1=CC=CC=C1)C1=CC=CC=C1 (tetrakis(triphenylphosphine) palladium (0)). Solvent: C(C)#N (acetonitrile). Run at time 1 hour. Product: C(C(C)C)(=O)OC(C)OC(=O)NCC1(CCCCC1)CC(=O)O (1-{[(α-Isobutanoyloxyethoxy)carbonyl]aminomethyl}-1-Cyclohexane Acetic Acid), solid. Isolated yield 84.0%. RXN SMILES: [C:1]([O:6][CH:7]([O:9][C:10]([NH:12][CH2:13][C:14]1([CH2:20][C:21]([O:23]CC=C)=[O:22])[CH2:19][CH2:18][CH2:17][CH2:16][CH2:15]1)=[O:11])[CH3:8])(=[O:5])[CH:2]([CH3:4])[CH3:3].N1CCOCC1>C(#N)C.[Pd].C1(P(C2C=CC=CC=2)C2C=CC=CC=2)C=CC=CC=1.C1(P(C2C=CC=CC=2)C2C=CC=CC=2)C=CC=CC=1.C1(P(C2C=CC=CC=2)C2C=CC=CC=2)C=CC=CC=1.C1(P(C2C=CC=CC=2)C2C=CC=CC=2)C=CC=CC=1>[C:1]([O:6][CH:7]([O:9][C:10]([NH:12][CH2:13][C:14]1([CH2:20][C:21]([OH:23])=[O:22])[CH2:19][CH2:18][CH2:17][CH2:16][CH2:15]1)=[O:11])[CH3:8])(=[O:5])[CH:2]([CH3:4])[CH3:3] |f:3.4.5.6.7|. Procedure: To a stirred solution of compound (15) (1 g, 2.7 mmol) in acetonitrile (10 mL) under nitrogen was added (10 mg, 0.008 mmol) of tetrakis(triphenylphosphine) palladium (0) followed by morpholine (0.28 mL, 0.28 g, 3.2 mmol). After one hour, the solvent was removed in vacuo. The resulting oil was dissolved in diethyl ether (50 mL) and the organic phase was washed with 2N HCl (20 mL), water (20 mL) and brine (20 mL). The ether layer was dried over anhydrous sodium sulfate and concentrated to give an ... Reactants: N#Cc1cccc(C(=O)O)c1, O=C(Cl)C(=O)Cl, ClCCl, CN(C)C=O. Product: COC(=O)c1cccc(C#N)c1. Reaction SMILES: [C:1](#[N:2])[c:3]1[cH:4][c:5]([C:6](=[O:7])[OH:8])[cH:9][cH:10][cH:11]1.[Cl:12][C:13]([C:14]([Cl:15])=[O:16])=[O:17].[Cl:23][CH2:24][Cl:25].[O:18]=[CH:19][N:20]([CH3:21])[CH3:22]>>[C:1](#[N:2])[c:3]1[cH:4][c:5]([C:6](=[O:7])[O:8][CH3:13])[cH:9][cH:10][cH:11]1. Reactants: COC=1C=CC(=C(C1)N)C1CC2=CC=C(C=C2CC1)OC (5-methoxy-2-(6-methoxy-1,2,3,4-tetrahydronaphthalen-2-yl)phenylamine), BrC1=CC=C(OCCN2CCCCC2)C=C1 (1-[2-(4-bromophenoxy)ethyl]piperidine). The product is COC=1C=CC(=C(C1)NC1=CC=C(C=C1)OCCN1CCCCC1)C1CC2=CC=C(C=C2CC1)OC ([5-Methoxy-2-(6-methoxy-1,2,3,4-tetrahydronaphthalen-2-yl)phenyl][4-(2-piperidin-1-ylethoxy)phenyl]amine). The yield is 72.4%. RXN SMILES: [CH3:1][O:2][C:3]1[CH:4]=[CH:5][C:6]([CH:10]2[CH2:19][CH2:18][C:17]3[C:12](=[CH:13][CH:14]=[C:15]([O:20][CH3:21])[CH:16]=3)[CH2:11]2)=[C:7]([NH2:9])[CH:8]=1.Br[C:23]1[CH:37]=[CH:36][C:26]([O:27][CH2:28][CH2:29][N:30]2[CH2:35][CH2:34][CH2:33][CH2:32][CH2:31]2)=[CH:25][CH:24]=1>>[CH3:1][O:2][C:3]1[CH:4]=[CH:5][C:6]([CH:10]2[CH2:19][CH2:18][C:17]3[C:12](=[CH:13][CH:14]=[C:15]([O:20][CH3:21])[CH:16]=3)[CH2:11]2)=[C:7]([NH:9][C:23]2[CH:24]=[CH:25][C:26]([O:27][CH2:28][CH2:29][N:30]3[CH2:31][CH2:32][CH2:33][CH2:34][CH2:35]3)=[CH:36][CH:37]=2)[CH:8]=1. Procedure: Synthesized from 5-methoxy-2-(6-methoxy-1,2,3,4-tetrahydronaphthalen-2-yl)phenylamine (150 mg) and 1-[2-(4-bromophenoxy)ethyl]piperidine (150 mg) according to an analogous synthetic method to Example 116, the title compound (186 mg) was obtained. Starting materials: ClC=1C=NC(=C(C(=O)O)C1)CC1=CC(=CC=C1)F (5-Chloro-2-(3-fluorobenzyl)nicotinic acid), Cl.N[C@@H](C)C1=CC=C(C(=O)OC)C=C1 (Methyl 4-[(1S)-1-aminoethyl]benzoate hydrochloride). Yields the product ClC=1C=C(C(=NC1)CC1=CC(=CC=C1)F)C(=O)N[C@@H](C)C1=CC=C(C(=O)OC)C=C1 (Methyl 4-[(1S)-1-({[5-chloro-2-(3-fluorobenzyl)pyridin-3-yl]carbonyl}amino)ethyl]benzoate). RXN SMILES: [Cl:1][C:2]1[CH:3]=[N:4][C:5]([CH2:11][C:12]2[CH:17]=[CH:16][CH:15]=[C:14]([F:18])[CH:13]=2)=[C:6]([CH:10]=1)[C:7]([OH:9])=O.Cl.[NH2:20][C@H:21]([C:23]1[CH:32]=[CH:31][C:26]([C:27]([O:29][CH3:30])=[O:28])=[CH:25][CH:24]=1)[CH3:22]>>[Cl:1][C:2]1[CH:10]=[C:6]([C:7]([NH:20][C@H:21]([C:23]2[CH:32]=[CH:31][C:26]([C:27]([O:29][CH3:30])=[O:28])=[CH:25][CH:24]=2)[CH3:22])=[O:9])[C:5]([CH2:11][C:12]2[CH:17]=[CH:16][CH:15]=[C:14]([F:18])[CH:13]=2)=[N:4][CH:3]=1 |f:1.2|. Procedure details: The title compound was prepared according to the procedure described in step 3 of Example 1 from 5-chloro-2-(3-fluorobenzyl)nicotinic acid (step 2) and methyl 4-[(1S)-1-aminoethyl]benzoate hydrochloride (step 3 of Example 5): 1H-NMR (CDCl3) δ 9.18 (1H, d, J=7.7 Hz), 8.65 (1H, d, J=2.6 Hz), 7.96 (1H, d, J=2.6 Hz), 7.93 (2H, d, J=8.3 Hz), 7.50 (2H, d, J=8.4 Hz), 7.27–7.20 (1H, m), 7.02–6.89 (3H, m), 5.20–5.10 (1H, m), 4.20 (1H, d, J=14.1 Hz), 4.13 (1H, d, J=14.1 Hz), 3.85 (3H, s), 1.42 (3H, d, J=7... Starting materials: O=C(Cl)c1ccccc1, CN(C(=O)c1ccc(Cl)cc1)C1CCN(C(=O)C2COCCN2)CC1c1ccc(Cl)c(Cl)c1, Cl. The product is CN(C(=O)c1ccc(Cl)cc1)C1CCN(C(=O)C2COCCN2C(=O)c2ccccc2)CC1c1ccc(Cl)c(Cl)c1. As a reaction SMILES: [C:35]([c:36]1[cH:37][cH:38][cH:39][cH:40][cH:41]1)(=[O:42])[Cl:43].[Cl:2][c:3]1[cH:4][cH:5][c:6]([C:7](=[O:8])[N:9]([CH3:10])[CH:11]2[CH:12]([c:25]3[cH:26][c:27]([Cl:32])[c:28]([Cl:31])[cH:29][cH:30]3)[CH2:13][N:14]([C:17](=[O:18])[CH:19]3[CH2:20][O:21][CH2:22][CH2:23][NH:24]3)[CH2:15][CH2:16]2)[cH:33][cH:34]1.[ClH:1]>>[Cl:2][c:3]1[cH:4][cH:5][c:6]([C:7](=[O:8])[N:9]([CH3:10])[CH:11]2[CH:12]([c:25]3[cH:26][c:27]([Cl:32])[c:28]([Cl:31])[cH:29][cH:30]3)[CH2:13][N:14]([C:17](=[O:18])[CH:19]3[CH2:20][O:21][CH2:22][CH2:23][N:24]3[C:35]([c:36]3[cH:37][cH:38][cH:39][cH:40][cH:41]3)=[O:42])[CH2:15][CH2:16]2)[cH:33][cH:34]1. The product is O=c1c2cc(O)ccc2[nH]c2c([N+](=O)[O-])ccc(Cl)c12. Starting materials: CS(=O)(=O)O, CC(=O)O, O=c1c2cc(OCc3ccccc3)ccc2[nH]c2c([N+](=O)[O-])ccc(Cl)c12. Reaction SMILES: [CH3:28][S:29](=[O:30])(=[O:31])[OH:32].[CH3:33][C:34](=[O:35])[OH:36].[Cl:1][c:2]1[cH:3][cH:4][c:5]([N+:25](=[O:26])[O-:27])[c:6]2[nH:7][c:8]3[cH:9][cH:10][c:11]([O:17][CH2:18][c:19]4[cH:20][cH:21][cH:22][cH:23][cH:24]4)[cH:12][c:13]3[c:14](=[O:16])[c:15]12>>[Cl:1][c:2]1[cH:3][cH:4][c:5]([N+:25](=[O:26])[O-:27])[c:6]2[nH:7][c:8]3[cH:9][cH:10][c:11]([OH:17])[cH:12][c:13]3[c:14](=[O:16])[c:15]12. Reactants: C(C1=CC=CC=C1)(C1=CC=CC=C1)(C1=CC=CC=C1)N1C=NC(=C1)C1=C(OCCC2=CC=C(N)C=C2)C=CC=C1 (4-(2-(2-(1-trityl-1H-imidazol-4-yl)phenoxy)ethyl)aniline), [H-].[Na+] (NaH), CN(C)C=O (DMF), CI (methyl iodide). Conditions: time 20 hour. Yields the product N1C=NC(=C1)C1=C(OCCC2=CC=C(N(C)C)C=C2)C=CC=C1 (4-(2-(2-(1H-imidazol-4-yl)phenoxy)ethyl)-N,N-dimethylaniline). Isolated yield 54.0%. RXN SMILES: C([N:20]1[CH:24]=[C:23]([C:25]2[CH:40]=[CH:39][CH:38]=[CH:37][C:26]=2[O:27][CH2:28][CH2:29][C:30]2[CH:36]=[CH:35]C(N)=[CH:32][CH:31]=2)[N:22]=[CH:21]1)(C1C=CC=CC=1)(C1C=CC=CC=1)C1C=CC=CC=1.[H-].[Na+].CI.[CH3:45][N:46]([CH:48]=O)[CH3:47]>>[NH:20]1[CH:24]=[C:23]([C:25]2[CH:40]=[CH:39][CH:38]=[CH:37][C:26]=2[O:27][CH2:28][CH2:29][C:30]2[CH:31]=[CH:32][C:48]([N:46]([CH3:45])[CH3:47])=[CH:35][CH:36]=2)[N:22]=[CH:21]1 |f:1.2|. Reported procedure: To a solution of 4-(2-(2-(1-trityl-1H-imidazol-4-yl)phenoxy)ethyl)aniline (100 mg, 0.192 mmol) in DMF (4 mL) was added NaH (15 mg, 0.575 mmol) followed by methyl iodide (24 μL, 0.383 mmol). The reaction was stirred at room temperature for 20 h and quenched with water. Methanol (3 mL) and acetic acid (1 mL) were added to the reaction mixture and heated at 80° C. for 2 h. The mixture was poured into water (10 mL) and the aqueous layer was extracted with ethyl acetate (2×30 mL). The combined organi...